This data is from the Open Reaction Database (ORD), a public repository of structured organic reaction records. The task is: describe an organic reaction: reactants, conditions, products, and yield Procedure: To a solution of (S)-tert-butyl 2-oxo-1-(piperidin-4-yl)pyrrolidin-3-ylcarbamate (4.0 g, 14 mmol) in DMF (50 mL) was added N-ethyl-N-isopropylpropan-2-amine (5.5 g, 42 mmol) and 2,3-dichloro-5-(trifluoromethyl)pyridine (9.1 g, 42 mmol) and the reaction was stirred overnight at ambient temperature. The reaction was diluted with EtOAc (about 200 mL) and the organic layer was washed with water (100 mL), and brine (50 mL), dried over MgSO4, and concentrated under vacuum. The crude material was purif... Yields the product ClC=1C(=NC=C(C1)C(F)(F)F)N1CCC(CC1)N1C([C@H](CC1)NC(OC(C)(C)C)=O)=O ((S)-tert-butyl 1-(1-(3-chloro-5-(trifluoromethyl)pyridin-2-yl)piperidin-4-yl)-2-oxopyrrolidin-3-ylcarbamate). Solvent: CN(C)C=O (DMF), CCOC(=O)C (EtOAc). RXN SMILES: [O:1]=[C:2]1[C@@H:6]([NH:7][C:8](=[O:14])[O:9][C:10]([CH3:13])([CH3:12])[CH3:11])[CH2:5][CH2:4][N:3]1[CH:15]1[CH2:20][CH2:19][NH:18][CH2:17][CH2:16]1.C(N(C(C)C)C(C)C)C.Cl[C:31]1[C:36]([Cl:37])=[CH:35][C:34]([C:38]([F:41])([F:40])[F:39])=[CH:33][N:32]=1>CN(C=O)C.CCOC(C)=O>[Cl:37][C:36]1[C:31]([N:18]2[CH2:17][CH2:16][CH:15]([N:3]3[CH2:4][CH2:5][C@H:6]([NH:7][C:8](=[O:14])[O:9][C:10]([CH3:13])([CH3:12])[CH3:11])[C:2]3=[O:1])[CH2:20][CH2:19]2)=[N:32][CH:33]=[C:34]([C:38]([F:40])([F:39])[F:41])[CH:35]=1. The yield is 61.7%. Conditions: time 8 hour. Starting materials: O=C1N(CC[C@@H]1NC(OC(C)(C)C)=O)C1CCNCC1 ((S)-tert-butyl 2-oxo-1-(piperidin-4-yl)pyrrolidin-3-ylcarbamate), C(C)N(C(C)C)C(C)C (N-ethyl-N-isopropylpropan-2-amine), ClC1=NC=C(C=C1Cl)C(F)(F)F (2,3-dichloro-5-(trifluoromethyl)pyridine). The reagents and catalysts are [Pd] (Palladium on carbon). Solvent: CO (methanol). RXN SMILES: [CH3:1][N:2]([CH3:36])[C:3](=[O:35])[CH2:4][C:5]1[C:32]([F:33])=[CH:31][C:8]([O:9][CH2:10][CH2:11][C@@H:12]2[CH2:14][C@@H:13]2[CH:15]2[CH2:20][CH2:19][N:18](C(OCC3C=CC=CC=3)=O)[CH2:17][CH2:16]2)=[C:7]([F:34])[CH:6]=1.[H][H]>CO.[Pd]>[F:33][C:32]1[CH:31]=[C:8]([O:9][CH2:10][CH2:11][C@@H:12]2[CH2:14][C@@H:13]2[CH:15]2[CH2:16][CH2:17][NH:18][CH2:19][CH2:20]2)[C:7]([F:34])=[CH:6][C:5]=1[CH2:4][C:3]([N:2]([CH3:36])[CH3:1])=[O:35]. Product: FC1=C(C=C(C(=C1)OCC[C@H]1[C@H](C1)C1CCNCC1)F)CC(=O)N(C)C (2-(2,5-difluoro-4-{2-[(1S,2R)-2-piperidin-4-ylcyclopropyl]ethoxy}phenyl-)-N,N-dimethylacetamide). Yield: 96.8%. Starting materials: CN(C(CC1=CC(=C(OCC[C@H]2[C@H](C2)C2CCN(CC2)C(=O)OCC2=CC=CC=C2)C=C1F)F)=O)C (benzyl 4-[(1R,2S)-2-(2-{4-[2-(dimethylamino)-2-oxoethyl]-2,5-difluorophenoxy}ethyl)cyclopropyl]piperidine-1-carboxylate), [H][H] (hydrogen). Procedure: To a solution of benzyl 4-[(1R,2S)-2-(2-{4-[2-(dimethylamino)-2-oxoethyl]-2,5-difluorophenoxy}ethyl)cyclopropyl]piperidine-1-carboxylate (226 mg, 0.451 mmol) in 2 ml anhydrous methanol at RT was added 10% Palladium on carbon (25.0 mg, 0.211 mmol). The reaction was stirred with hydrogen balloon for 2 hours. It was filtered by Celite, and the filtrate was concentrated to give the title compound (160 mg, 97%). LC/MS (m/z): 368.4 (M+H)+. Reactants: CC(C)CC(C(=O)Nc1ccn(CC2COC(C)(C)O2)n1)N1CC(Oc2cc(F)ccc2F)=CC1=O, CO, CCOC(C)=O, O, Cc1ccc(S(=O)(=O)O)cc1. RXN SMILES: [CH3:1][C:2]1([CH3:36])[O:3][CH2:4][CH:5]([CH2:7][n:8]2[n:9][c:10]([NH:13][C:14]([CH:15]([CH2:16][CH:17]([CH3:18])[CH3:19])[N:20]3[C:21](=[O:34])[CH:22]=[C:23]([O:25][c:26]4[c:27]([F:33])[cH:28][cH:29][c:30]([F:32])[cH:31]4)[CH2:24]3)=[O:35])[cH:11][cH:12]2)[O:6]1.[CH3:49][OH:50].[CH3:51][CH2:52][O:53][C:54](=[O:55])[CH3:56].[OH2:37].[c:38]1([CH3:39])[cH:40][cH:41][c:42]([S:43]([OH:44])(=[O:45])=[O:46])[cH:47][cH:48]1>>[OH:3][CH2:4][CH:5]([OH:6])[CH2:7][n:8]1[n:9][c:10]([NH:13][C:14]([CH:15]([CH2:16][CH:17]([CH3:18])[CH3:19])[N:20]2[C:21](=[O:34])[CH:22]=[C:23]([O:25][c:26]3[c:27]([F:33])[cH:28][cH:29][c:30]([F:32])[cH:31]3)[CH2:24]2)=[O:35])[cH:11][cH:12]1. The product is CC(C)CC(C(=O)Nc1ccn(CC(O)CO)n1)N1CC(Oc2cc(F)ccc2F)=CC1=O. Starting materials: ice, [Cl-].[Ca+2].[Cl-] (calcium chloride), C1(=CC=CC=C1)[C@@H]1CC[C@H](CC1)CC(=O)OCC (Trans ethyl 2-(4-phenylcyclohexyl)acetate), [Al+3].[Cl-].[Cl-].[Cl-] (AlCl3), C(C(=O)Cl)(=O)Cl (oxalyl chloride). Run in O (water), ClCCl (dichloromethane). Conditions: time 30 minute. The product is ClC(=O)C1=CC=C(C=C1)[C@@H]1CC[C@H](CC1)CC(=O)OCC (Trans ethyl 2-(4-(4-(chlorocarbonyl)phenyl)cyclohexyl)acetate). As a reaction SMILES: [C:1]1([C@H:7]2[CH2:12][CH2:11][C@H:10]([CH2:13][C:14]([O:16][CH2:17][CH3:18])=[O:15])[CH2:9][CH2:8]2)[CH:6]=[CH:5][CH:4]=[CH:3][CH:2]=1.[Al+3].[Cl-].[Cl-].[Cl-].C(Cl)(=O)[C:24]([Cl:26])=[O:25].[Cl-].[Ca+2].[Cl-]>ClCCl.O>[Cl:26][C:24]([C:4]1[CH:5]=[CH:6][C:1]([C@H:7]2[CH2:8][CH2:9][C@H:10]([CH2:13][C:14]([O:16][CH2:17][CH3:18])=[O:15])[CH2:11][CH2:12]2)=[CH:2][CH:3]=1)=[O:25] |f:1.2.3.4,6.7.8|. Reported procedure: To a solution containing the product of example 1B (2.46 g, 10.0 mmol) and AlCl3 (2.66 g, 20.0 mmol) in 30 mL of dichloromethane at 0° C. was added oxalyl chloride (5 mL, 2 M solution in dichloromethane, 10 mmol). The mixture was stirred at room temperature for 30 minutes. After this time the reaction mixture was poured into an ice-cold solution containing calcium chloride (3 g) in 100 mL of water. The reaction mixture was stirred for 2 h and was extracted with dichloromethane (2×100 mL). The co... The reactants are CCN(CC)S(F)(F)F (DAST), COC=1C=C(CN2C(N(C3=CC=C(C=C3C2=O)CO)C2CCOCC2)=O)C=CC1OC (3-(3,4-dimethoxybenzyl)-6-(hydroxymethyl)-1-(tetrahydro-2H-pyran-4-yl)quinazoline-2,4(1H,3H)-dione), C(=O)(O)[O-].[Na+] (NaHCO3). Run in C(Cl)Cl (DCM). Run at temperature -78 celsius, time 2 hour. The product is COC=1C=C(CN2C(N(C3=CC=C(C=C3C2=O)CF)C2CCOCC2)=O)C=CC1OC (3-(3,4-dimethoxybenzyl)-6-(fluoromethyl)-1-(tetrahydro-2H-pyran-4-yl)quinazoline-2,4(1H,3H)-dione). Reaction SMILES: CCN(S(F)(F)[F:7])CC.[CH3:10][O:11][C:12]1[CH:13]=[C:14]([CH:36]=[CH:37][C:38]=1[O:39][CH3:40])[CH2:15][N:16]1[C:25](=[O:26])[C:24]2[C:19](=[CH:20][CH:21]=[C:22]([CH2:27]O)[CH:23]=2)[N:18]([CH:29]2[CH2:34][CH2:33][O:32][CH2:31][CH2:30]2)[C:17]1=[O:35].C([O-])(O)=O.[Na+]>C(Cl)Cl>[CH3:10][O:11][C:12]1[CH:13]=[C:14]([CH:36]=[CH:37][C:38]=1[O:39][CH3:40])[CH2:15][N:16]1[C:25](=[O:26])[C:24]2[C:19](=[CH:20][CH:21]=[C:22]([CH2:27][F:7])[CH:23]=2)[N:18]([CH:29]2[CH2:34][CH2:33][O:32][CH2:31][CH2:30]2)[C:17]1=[O:35] |f:2.3|. Procedure details: 0.11 ml of DAST is added dropwise to a solution of 0.1 g of the compound obtained in Step 14.3 in 2 ml of DCM cooled to −78° C. The reaction medium is stirred for 2 hours at −78° C. and then allowed to warm to room temperature. It is neutralized with saturated NaHCO3 solution. The resulting mixture is extracted with DCM. The organic phase is dried over Na2SO4, filtered and evaporated under reduced pressure. The residue is chromatographed on silica gel, eluting with a DCM/EtOAc mixture from (95/5...